Dataset: the Open Reaction Database (ORD), a public repository of structured organic reaction records. Task: describe an organic reaction: reactants, conditions, products, and yield Reactants: CCOCC, CC(C)(C)OC(=O)NC(CNC(=O)OCC[Si](C)(C)C)CC1CCCCC1, CCO, CCO, O. Yields the product C[Si](C)(C)CCOC(=O)NCC(N)CC1CCCCC1. Reaction SMILES: [CH2:28]([O:29][CH2:30][CH3:31])[CH3:32].[CH3:1][Si:2]([CH2:3][CH2:4][O:5][C:6](=[O:7])[NH:8][CH2:9][CH:10]([CH2:11][CH:12]1[CH2:13][CH2:14][CH2:15][CH2:16][CH2:17]1)[NH:18][C:19](=[O:20])[O:21][C:22]([CH3:23])([CH3:24])[CH3:25])([CH3:26])[CH3:27].[CH3:33][CH2:34][OH:35].[CH3:36][CH2:37][OH:38].[OH2:39]>>[CH3:1][Si:2]([CH2:3][CH2:4][O:5][C:6](=[O:7])[NH:8][CH2:9][CH:10]([CH2:11][CH:12]1[CH2:13][CH2:14][CH2:15][CH2:16][CH2:17]1)[NH2:18])([CH3:26])[CH3:27]. Starting materials: C(C)(C)(C)OC(=O)N(C1CC(C1)CC(=O)N[C@@H](CC=1C(=C(C(=O)OC(C)(C)C)C=CC1)OC)B1OC2(C3C(C(CC2O1)C3)(C)C)C)CCNC(=O)OC(C)(C)C (tert-butyl 3-((R)-2-(2-(3-(tert-butoxycarbonyl(2-(tert-butoxycarbonylamino)ethyl)amino)cyclobutyl)acetamido)-2-(2,9,9-trimethyl-3,5-dioxa-4-bora-tricyclo[6.1.1.02,6]dec-4-yl)ethyl)-2-methoxybenzoate), Cl (HCl). Product: NCCNC1CC(C1)CC(=O)N[C@@H](CC=1C(=C(C(=O)O)C=CC1)OC)B1OC2(C3C(C(CC2O1)C3)(C)C)C (3-((2R)-2-(2-(3-(2-aminoethylamino)cyclobutyl)acetamido)-2-(2,9,9-trimethyl-3,5-dioxa-4-bora-tricyclo[6.1.1.02,6]dec-4-yl)ethyl)-2-methoxybenzoic acid). Reaction SMILES: C(OC([N:8]([CH2:47][CH2:48][NH:49]C(OC(C)(C)C)=O)[CH:9]1[CH2:12][CH:11]([CH2:13][C:14]([NH:16][C@H:17]([B:34]2[O:42][CH:41]3[C:36]([CH3:46])([CH:37]4[CH2:43][CH:39]([CH2:40]3)[C:38]4([CH3:45])[CH3:44])[O:35]2)[CH2:18][C:19]2[C:20]([O:32][CH3:33])=[C:21]([CH:29]=[CH:30][CH:31]=2)[C:22]([O:24]C(C)(C)C)=[O:23])=[O:15])[CH2:10]1)=O)(C)(C)C.Cl>>[NH2:49][CH2:48][CH2:47][NH:8][CH:9]1[CH2:12][CH:11]([CH2:13][C:14]([NH:16][C@H:17]([B:34]2[O:42][CH:41]3[C:36]([CH3:46])([CH:37]4[CH2:43][CH:39]([CH2:40]3)[C:38]4([CH3:45])[CH3:44])[O:35]2)[CH2:18][C:19]2[C:20]([O:32][CH3:33])=[C:21]([CH:29]=[CH:30][CH:31]=2)[C:22]([OH:24])=[O:23])=[O:15])[CH2:10]1. Procedure: Prepared from of tert-butyl 3-((R)-2-(2-(3-(tert-butoxycarbonyl(2-(tert-butoxycarbonylamino)ethyl)amino)cyclobutyl)acetamido)-2(2,9,9-trimethyl-3,5-dioxa-4-bora-tricyclo[6.1.1.02,6]dec-4-yl)ethyl)-2-methoxybenzoate (Step 4 of Example 55) and 4 N HCl following the procedure described in Step 1 of Example 53.